From a dataset of the Open Reaction Database (ORD), a public repository of structured organic reaction records. describe an organic reaction: reactants, conditions, products, and yield Reaction SMILES: [CH3:1][O:2][c:3]1[cH:4][cH:5][c:6](-[c:9]2[cH:10][cH:11][c:12]([S:15](=[O:16])(=[O:17])[C:18]([C:19](=[O:20])[O:21][CH3:22])([CH2:23][C:24]#[C:25][c:26]3[cH:27][c:28]([N:32]4[CH2:33][CH2:34][O:35][CH2:36][CH2:37]4)[cH:29][cH:30][cH:31]3)[NH2:38])[cH:13][cH:14]2)[cH:7][cH:8]1.[CH3:39][O:40][c:41]1[cH:42][cH:43][c:44]([B:45]([OH:46])[OH:47])[cH:48][cH:49]1>>[CH3:1][O:2][c:3]1[cH:4][cH:5][c:6](-[c:9]2[cH:10][cH:11][c:12]([S:15](=[O:16])(=[O:17])[C:18]([C:19](=[O:20])[OH:21])([CH2:23][C:24]#[C:25][c:26]3[cH:27][c:28]([N:32]4[CH2:33][CH2:34][O:35][CH2:36][CH2:37]4)[cH:29][cH:30][cH:31]3)[NH2:38])[cH:13][cH:14]2)[cH:7][cH:8]1. Yields the product COc1ccc(-c2ccc(S(=O)(=O)C(N)(CC#Cc3cccc(N4CCOCC4)c3)C(=O)O)cc2)cc1. Starting materials: COC(=O)C(N)(CC#Cc1cccc(N2CCOCC2)c1)S(=O)(=O)c1ccc(-c2ccc(OC)cc2)cc1, COc1ccc(B(O)O)cc1. Reactants: COC1=CC(=CC2=C1C(C1=C(CC2)C=CC=C1)=O)C(=O)O (4-Methoxy-10,11-dihydro-5-oxo-5H-dibenzo[a.d]cycloheptene-2-carboxylic acid), [N+](=[N-])=C (diazomethane). The solvent is CN(C=O)C (dimethylformamide). Yields the product COC1=CC(=CC2=C1C(C1=C(CC2)C=CC=C1)=O)C(=O)OC (methyl 4-methoxy-10,11-dihydro-5-oxo-5H-dibenzo[a,d]cycloheptene-2-carboxylate). Reaction SMILES: [CH3:1][O:2][C:3]1[C:8]2[C:9](=[O:18])[C:10]3[CH:17]=[CH:16][CH:15]=[CH:14][C:11]=3[CH2:12][CH2:13][C:7]=2[CH:6]=[C:5]([C:19]([OH:21])=[O:20])[CH:4]=1.[N+](=[CH2:24])=[N-]>CN(C)C=O>[CH3:1][O:2][C:3]1[C:8]2[C:9](=[O:18])[C:10]3[CH:17]=[CH:16][CH:15]=[CH:14][C:11]=3[CH2:12][CH2:13][C:7]=2[CH:6]=[C:5]([C:19]([O:21][CH3:24])=[O:20])[CH:4]=1. Procedure details: 4-Methoxy-10,11-dihydro-5-oxo-5H-dibenzo[a.d]cycloheptene-2-carboxylic acid (4.0 g) is dissolved in dimethylformamide (30 ml) and to the solution is added excess ethereal diazomethane. The mixture is evaporated to low volume, poured into water and extracted with ethyl acetate. The extract is washed, dried and evaporated to yield methyl 4-methoxy-10,11-dihydro-5-oxo-5H-dibenzo[a,d]cycloheptene-2-carboxylate. 1.0 G of this compound is refluxed for 1 hour in carbon tetrachloride (50 ml) containing ... Starting materials: O=C([O-])[O-], O=[N+]([O-])c1cccc(I)c1, [K+], [K+], CCOC(=O)CCc1ccc(O)cc1, c1ccncc1. Reaction SMILES: [C:25](=[O:26])([O-:27])[O-:28].[I:1][c:2]1[cH:3][c:4]([N+:8](=[O:9])[O-:10])[cH:5][cH:6][cH:7]1.[K+:29].[K+:30].[OH:11][c:12]1[cH:13][cH:14][c:15]([CH2:18][CH2:19][C:20](=[O:21])[O:22][CH2:23][CH3:24])[cH:16][cH:17]1.[cH:31]1[cH:32][cH:33][n:34][cH:35][cH:36]1>>[c:2]1([O:11][c:12]2[cH:13][cH:14][c:15]([CH2:18][CH2:19][C:20](=[O:21])[O:22][CH2:23][CH3:24])[cH:16][cH:17]2)[cH:3][c:4]([N+:8](=[O:9])[O-:10])[cH:5][cH:6][cH:7]1. Product: CCOC(=O)CCc1ccc(Oc2cccc([N+](=O)[O-])c2)cc1. Reactants: O=S1(CCN(CC2=C1C=CC=C2)C2=NC1=CC=C(C=C1C(=C2)NCCS(=O)C)C)=O (2-(1,1-dioxido-2,3-dihydro-1,4-benzothiazepin-4(5H)-yl)-6-methyl-N-[2-(methylsulfinyl)ethyl]quinolin-4-amine), FC(C(=O)N)(F)F (trifluoroacetamide). Yields the product O=S1(CCN(CC2=C1C=CC=C2)C2=NC1=CC=C(C=C1C(=C2)NCCS(=O)(=N)C)C)=O (2-(1,1-Dioxido-2,3-dihydro-1,4-benzothiazepin-4(5H)-yl)-6-methyl-N-[2-(S-methylsulfonimidoyl)ethyl]quinolin-4-amine). RXN SMILES: [O:1]=[S:2]1(=[O:30])[C:8]2[CH:9]=[CH:10][CH:11]=[CH:12][C:7]=2[CH2:6][N:5]([C:13]2[CH:22]=[C:21]([NH:23][CH2:24][CH2:25][S:26]([CH3:28])=[O:27])[C:20]3[C:15](=[CH:16][CH:17]=[C:18]([CH3:29])[CH:19]=3)[N:14]=2)[CH2:4][CH2:3]1.FC(F)(F)C([NH2:35])=O>>[O:30]=[S:2]1(=[O:1])[C:8]2[CH:9]=[CH:10][CH:11]=[CH:12][C:7]=2[CH2:6][N:5]([C:13]2[CH:22]=[C:21]([NH:23][CH2:24][CH2:25][S:26]([CH3:28])(=[NH:35])=[O:27])[C:20]3[C:15](=[CH:16][CH:17]=[C:18]([CH3:29])[CH:19]=3)[N:14]=2)[CH2:4][CH2:3]1. Reported procedure: The title compound was prepared in analogy to Example 76 in Scheme 33 by using 2-(1,1-dioxido-2,3-dihydro-1,4-benzothiazepin-4(5H)-yl)-6-methyl-N-[2-(methylsulfinyl)ethyl]quinolin-4-amine (prepared in analogy to Example 74) and trifluoroacetamide. MS obsd. (ESI+) [(M+H)+] 459, 1H NMR (400 MHz, CD3OD) δ ppm 8.04 (d, J=7.33 Hz, 1 H), 7.96 (d, J=7.33 Hz, 1 H), 7.73-7.66 (m, 2 H), 7.60-7.55 (m, 1 H), 7.52 (s, 1 H), 7.46-7.40 (m, 1 H), 6.17 (s, 1 H), 5.26 (brs, 2 H), 4.50 (brs, 2 H), 3.98 (t, J=6.69 ... The reactants are O=C(CN1CCN(c2ccc(CO)c(Cl)c2)CC1)c1cccc([N+](=O)[O-])c1, [H][H], C1CCOC1. Yields the product Nc1cccc(C(=O)CN2CCN(c3ccc(CO)c(Cl)c3)CC2)c1. As a reaction SMILES: [Cl:1][c:2]1[cH:3][c:4]([N:10]2[CH2:11][CH2:12][N:13]([CH2:16][C:17](=[O:18])[c:19]3[cH:20][c:21]([N+:25]([O-:26])=[O:27])[cH:22][cH:23][cH:24]3)[CH2:14][CH2:15]2)[cH:5][cH:6][c:7]1[CH2:8][OH:9].[H:28][H:29].[O:30]1[CH2:31][CH2:32][CH2:33][CH2:34]1>>[Cl:1][c:2]1[cH:3][c:4]([N:10]2[CH2:11][CH2:12][N:13]([CH2:16][C:17](=[O:18])[c:19]3[cH:20][c:21]([NH2:25])[cH:22][cH:23][cH:24]3)[CH2:14][CH2:15]2)[cH:5][cH:6][c:7]1[CH2:8][OH:9]. Reactants: CC(C)O, Fc1cnccc1Cl, Cl, Nn1ccc2ccccc21. Product: Cl, Fc1cnccc1Nn1ccc2ccccc21. As a reaction SMILES: [CH:20]([OH:21])([CH3:22])[CH3:23].[Cl:12][c:13]1[c:14]([F:19])[cH:15][n:16][cH:17][cH:18]1.[ClH:11].[n:1]1([NH2:10])[cH:2][cH:3][c:4]2[cH:5][cH:6][cH:7][cH:8][c:9]12>>[ClH:12].[n:1]1([NH:10][c:13]2[c:14]([F:19])[cH:15][n:16][cH:17][cH:18]2)[cH:2][cH:3][c:4]2[cH:5][cH:6][cH:7][cH:8][c:9]12. The reactants are S1C(=CC=C1)CC(=O)NC1[C@@H]2N(C(=C(CS2)N2CCOCC2)C(=O)OC(C2=CC=CC=C2)C2=CC=CC=C2)C1=O (diphenylmethyl 7-[2-(2-thienyl)acetamido]-3-morpholino-3-cephem-4-carboxylate), N1CCOCC1 (morpholine). Product: S1C(=CC=C1)CC(=O)NC1[C@@H]2N(C(=C(CS2)N2CCCCC2)C(=O)OC(C2=CC=CC=C2)C2=CC=CC=C2)C1=O (Diphenylmethyl 7-[2-(2-thienyl)acetamido]-3-piperidino-3-cephem-4carboxylate). As a reaction SMILES: [S:1]1[CH:5]=[CH:4][CH:3]=[C:2]1[CH2:6][C:7]([NH:9][CH:10]1[C:39](=[O:40])[N:12]2[C:13]([C:23]([O:25][CH:26]([C:33]3[CH:38]=[CH:37][CH:36]=[CH:35][CH:34]=3)[C:27]3[CH:32]=[CH:31][CH:30]=[CH:29][CH:28]=3)=[O:24])=[C:14]([N:17]3[CH2:22][CH2:21]O[CH2:19][CH2:18]3)[CH2:15][S:16][C@H:11]12)=[O:8].N1CCOC[CH2:42]1>>[S:1]1[CH:5]=[CH:4][CH:3]=[C:2]1[CH2:6][C:7]([NH:9][CH:10]1[C:39](=[O:40])[N:12]2[C:13]([C:23]([O:25][CH:26]([C:27]3[CH:28]=[CH:29][CH:30]=[CH:31][CH:32]=3)[C:33]3[CH:38]=[CH:37][CH:36]=[CH:35][CH:34]=3)=[O:24])=[C:14]([N:17]3[CH2:18][CH2:19][CH2:42][CH2:21][CH2:22]3)[CH2:15][S:16][C@H:11]12)=[O:8]. Reported procedure: By employing the procedures and starting material of Example 2 and substituting piperidine for morpholine the title compound was prepared. The reactants are C(C)(C)(C)NC(=O)NC=1C(=CC2=C(N=C(N=C2)NCCCCN(CC)CC)N1)C1=CC(=CC(=C1)OC)OC (1-(tert-butyl)-3-(2-((4-(diethylamino)butyl)amino)-6-(3,5-dimethoxyphenyl)pyrido[2,3-d]pyrimidin-7-yl)urea), C(C=C)(=O)Cl (acryloyl chloride), C(C)(C)N(CC)C(C)C (diisopropylethylamine), C(C)(C)(C)NC(=O)NC=1C(=CC2=C(N=C(N=C2)NCCCCN(CC)CC)N1)C1=CC(=CC(=C1)OC)OC (1-(tert-butyl)-3-(2-((4-(diethylamino)butyl)amino)-6-(3,5-dimethoxyphenyl)pyrido[2,3-d]pyrimidin-7-yl)urea). The solvent is ClCCl (dichloromethane). Reaction conditions: time 2 hour. Yields the product C(C)(C)(C)NC(NC=1C(=CC2=C(N=C(N=C2)N(C(C=C)=O)CCCCN(CC)CC)N1)C1=CC(=CC(=C1)OC)OC)=O (N-(7-(3-(tert-butyl)ureido)-6-(3,5-dimethoxyphenyl)pyrido[2,3-d]pyrimidin-2-yl)-N-(4-(diethylamino)butyl)acrylamide). As a reaction SMILES: [C:1]([NH:5][C:6]([NH:8][C:9]1[C:10]([C:29]2[CH:34]=[C:33]([O:35][CH3:36])[CH:32]=[C:31]([O:37][CH3:38])[CH:30]=2)=[CH:11][C:12]2[CH:17]=[N:16][C:15]([NH:18][CH2:19][CH2:20][CH2:21][CH2:22][N:23]([CH2:26][CH3:27])[CH2:24][CH3:25])=[N:14][C:13]=2[N:28]=1)=[O:7])([CH3:4])([CH3:3])[CH3:2].[C:39](Cl)(=[O:42])[CH:40]=[CH2:41].C(N(C(C)C)CC)(C)C>ClCCl>[C:1]([NH:5][C:6](=[O:7])[NH:8][C:9]1[C:10]([C:29]2[CH:34]=[C:33]([O:35][CH3:36])[CH:32]=[C:31]([O:37][CH3:38])[CH:30]=2)=[CH:11][C:12]2[CH:17]=[N:16][C:15]([N:18]([CH2:19][CH2:20][CH2:21][CH2:22][N:23]([CH2:24][CH3:25])[CH2:26][CH3:27])[C:39](=[O:42])[CH:40]=[CH2:41])=[N:14][C:13]=2[N:28]=1)([CH3:4])([CH3:2])[CH3:3]. Procedure: The starting material 1-(tert-butyl)-3-(2-((4-(diethylamino)butyl)amino)-6-(3,5-dimethoxyphenyl)pyrido[2,3-d]pyrimidin-7-yl)urea (PD173074) can be purchased from, e.g., SelleckChem.com. In a dried vessel, acryloyl chloride (2 equiv.) and diisopropylethylamine (4.3 equiv.) are added to a solution of 1-(tert-butyl)-3-(2-((4-(diethylamino)butyl)amino)-6-(3,5-dimethoxyphenyl)pyrido[2,3-d]pyrimidin-7-yl)urea (1 equiv.) in anhydrous dichloromethane at 0° C. After stirring at room temperature for 2 hou... The reactants are C(C)(C)(C)OC(NC1=C(C=C(C(=C1)OCC)C(F)(F)F)NC(CC(=O)C1=CC(=CC=C1)C1=CC(=NC(=C1)C)C)=O)=O ([2-{3-[3-(2,6-dimethyl-pyridin-4-yl)-phenyl]-3-oxo-propionylamino}-5-ethoxy-4-trifluoromethyl-phenyl]-carbamic acid tert-butyl ester), C(=O)(C(F)(F)F)O (TFA). The solvent is C(Cl)Cl (CH2Cl2). Yields the product CC1=NC(=CC(=C1)C=1C=C(C=CC1)C1=NC2=C(NC(C1)=O)C=C(C(=C2)OCC)C(F)(F)F)C (4-[3-(2,6-Dimethyl-pyridin-4-yl)-phenyl]-7-ethoxy-8-trifluoromethyl-1,3-dihydro-benzo[b][1,4]diazepin-2-one), solid. The yield is 82.0%. As a reaction SMILES: C(OC(=O)[NH:7][C:8]1[CH:13]=[C:12]([O:14][CH2:15][CH3:16])[C:11]([C:17]([F:20])([F:19])[F:18])=[CH:10][C:9]=1[NH:21][C:22](=[O:40])[CH2:23][C:24]([C:26]1[CH:31]=[CH:30][CH:29]=[C:28]([C:32]2[CH:37]=[C:36]([CH3:38])[N:35]=[C:34]([CH3:39])[CH:33]=2)[CH:27]=1)=O)(C)(C)C.C(O)(C(F)(F)F)=O>C(Cl)Cl>[CH3:39][C:34]1[CH:33]=[C:32]([C:28]2[CH:27]=[C:26]([C:24]3[CH2:23][C:22](=[O:40])[NH:21][C:9]4[CH:10]=[C:11]([C:17]([F:20])([F:18])[F:19])[C:12]([O:14][CH2:15][CH3:16])=[CH:13][C:8]=4[N:7]=3)[CH:31]=[CH:30][CH:29]=2)[CH:37]=[C:36]([CH3:38])[N:35]=1. Procedure: The title compound was prepared from [2-{3-[3-(2,6-dimethyl-pyridin-4-yl)-phenyl]-3-oxo-propionylamino}-5-ethoxy-4-trifluoromethyl-phenyl]-carbamic acid tert-butyl ester (Example M115) (0.52 g, 0.91 mmol) by treatment with TFA in CH2Cl2 according to the general procedure N. Obtained as a light yellow solid (337 mg, 82%). Reactants: BrCC1=CC(=C2CNC(N(C2=C1)C1=C(C=CC=C1Cl)Cl)=O)C1=C(C=CC=C1)Cl (7-(bromomethyl)-5-(2-chlorophenyl)-1-(2,6-dichlorophenyl)-3,4-dihydroquinazolin-2(1H)-one), C(C)OP(OCC)OCC (triethylphosphite), CCOCC (ether), CCCCCC (hexane). Solvent: CN(C)C=O (DMF). Run at temperature 100 celsius, time 1.75 hour. Product: ClC1=C(C=CC=C1)C1=C2CNC(N(C2=CC(=C1)CP(OCC)(OCC)=O)C1=C(C=CC=C1Cl)Cl)=O (diethyl [5-(2-chlorophenyl)-1-(2,6-dichlorophenyl)-2-oxo-1,2,3,4-tetrahydroquinazolin-7-yl]methylphosphonate). As a reaction SMILES: Br[CH2:2][C:3]1[CH:12]=[C:11]2[C:6]([CH2:7][NH:8][C:9](=[O:21])[N:10]2[C:13]2[C:18]([Cl:19])=[CH:17][CH:16]=[CH:15][C:14]=2[Cl:20])=[C:5]([C:22]2[CH:27]=[CH:26][CH:25]=[CH:24][C:23]=2[Cl:28])[CH:4]=1.[CH2:29]([O:31][P:32]([O:36]CC)[O:33][CH2:34][CH3:35])[CH3:30].CCOCC.CCCCCC>CN(C=O)C>[Cl:28][C:23]1[CH:24]=[CH:25][CH:26]=[CH:27][C:22]=1[C:5]1[CH:4]=[C:3]([CH2:2][P:32](=[O:36])([O:33][CH2:34][CH3:35])[O:31][CH2:29][CH3:30])[CH:12]=[C:11]2[C:6]=1[CH2:7][NH:8][C:9](=[O:21])[N:10]2[C:13]1[C:18]([Cl:19])=[CH:17][CH:16]=[CH:15][C:14]=1[Cl:20]. Procedure details: A mixture of 7-(bromomethyl)-5-(2-chlorophenyl)-1-(2,6-dichlorophenyl)-3,4-dihydroquinazolin-2(1H)-one (55 mg, 0.11 mmol) and triethylphosphite (0.8 mL, 4.66 mmol) in DMF (0.5 mL) was stirred at 100° C. for 1.75 h. After it was cooled to rt, the resulting mixture was treated with ether and hexane to form a precipitate. Filtration of the precipitate provided diethyl [5-(2-chlorophenyl)-1-(2,6-dichlorophenyl)-2-oxo-1,2,3,4-tetrahydroquinazolin-7-yl]methylphosphonate as a white solid. 1H NMR (CDCl3...